From a dataset of the Open Reaction Database (ORD), a public repository of structured organic reaction records. describe an organic reaction: reactants, conditions, products, and yield Reactants: CCOC(=O)CC(=O)OCC, ClC(Cl)(Cl)Cl, CCO, Cc1ccccc1, Cc1c(F)cc(C(=O)Cl)c(Cl)c1F, [Mg], O=S(=O)(O)O. Yields the product CCOC(=O)C(C(=O)OCC)C(=O)c1cc(F)c(C)c(F)c1Cl. As a reaction SMILES: [C:2]([CH2:3][C:4](=[O:5])[O:6][CH2:7][CH3:8])(=[O:9])[O:10][CH2:11][CH3:12].[C:41]([Cl:42])([Cl:43])([Cl:44])[Cl:45].[CH3:31][CH2:32][OH:33].[CH3:34][c:35]1[cH:36][cH:37][cH:38][cH:39][cH:40]1.[Cl:13][c:14]1[c:15]([C:16](=[O:17])[Cl:18])[cH:19][c:20]([F:25])[c:21]([CH3:24])[c:22]1[F:23].[Mg:1].[S:26](=[O:27])(=[O:28])([OH:29])[OH:30]>>[C:2]([CH:3]([C:4](=[O:5])[O:6][CH2:7][CH3:8])[C:16]([c:15]1[c:14]([Cl:13])[c:22]([F:23])[c:21]([CH3:24])[c:20]([F:25])[cH:19]1)=[O:17])(=[O:9])[O:10][CH2:11][CH3:12]. Yields the product FC1=C(C=CC(=C1)C#CC(C)(O)C)C (2-fluoro-4-(3-methyl-3-hydroxy-1-butynyl)toluene). Procedure details: The mixture of 2-fluoro-4-iodotoluene (0.05 mol), 3-methyl-3-hydroxy-1-butyne (0.06 mol), tetrakis (triphenylphosphonium) palladium (0) 0.35 g, copper iodide 50 mg, and diethylamine 100 ml was refluxed for 5.5 hours. Diethylamine was distilled away under reduced pressure, the residue was extracted with diethylether, and the extract was washed with water. From the extract, diethylether was distilled away, the residue was purified by column chromatography (elution liquid: heptane-ethyl acetate) to... Starting materials: FC1=C(C=CC(=C1)I)C (2-fluoro-4-iodotoluene), CC(C#C)(C)O (3-methyl-3-hydroxy-1-butyne). The reagents and catalysts are [Pd].C1(=CC=CC=C1)[PH+](C1=CC=CC=C1)C1=CC=CC=C1.C1(=CC=CC=C1)[PH+](C1=CC=CC=C1)C1=CC=CC=C1.C1(=CC=CC=C1)[PH+](C1=CC=CC=C1)C1=CC=CC=C1.C1(=CC=CC=C1)[PH+](C1=CC=CC=C1)C1=CC=CC=C1 (tetrakis (triphenylphosphonium) palladium (0)), [Cu](I)I (copper iodide). Reaction SMILES: [F:1][C:2]1[CH:7]=[C:6](I)[CH:5]=[CH:4][C:3]=1[CH3:9].[CH3:10][C:11]([OH:15])([CH3:14])[C:12]#[CH:13]>[Pd].C1([PH+](C2C=CC=CC=2)C2C=CC=CC=2)C=CC=CC=1.C1([PH+](C2C=CC=CC=2)C2C=CC=CC=2)C=CC=CC=1.C1([PH+](C2C=CC=CC=2)C2C=CC=CC=2)C=CC=CC=1.C1([PH+](C2C=CC=CC=2)C2C=CC=CC=2)C=CC=CC=1.[Cu](I)I.C(NCC)C>[F:1][C:2]1[CH:7]=[C:6]([C:13]#[C:12][C:11]([CH3:14])([OH:15])[CH3:10])[CH:5]=[CH:4][C:3]=1[CH3:9] |f:2.3.4.5.6|. Yield: 70.0%. The solvent is C(C)NCC (diethylamine). Starting materials: ClC1=NC=CN=C1Cl (2,3-dichloro-pyrazine), CNC (dimethylamine). Reaction conditions: time 15 hour. Product: ClC1=NC=CN=C1N(C)C (2-Chloro-3-dimethylamino-pyrazine). Reaction SMILES: Cl[C:2]1[C:7]([Cl:8])=[N:6][CH:5]=[CH:4][N:3]=1.[CH3:9][NH:10][CH3:11]>>[Cl:8][C:7]1[C:2]([N:10]([CH3:11])[CH3:9])=[N:3][CH:4]=[CH:5][N:6]=1. Reported procedure: 74 g of 2,3-dichloro-pyrazine are added dropwise over the course of 15 minutes, whilst stirring, to 350 ml of a 40% strength aqueous solution of dimethylamine. Whilst doing so, the reaction temperature is kept at 30° C. by cooling. When the exothermic reaction has subsided the mixture is stirred for a further 15 hours at room temperature. The reaction mixture is then extracted by shaking with ether. The ether extracts are washed with water until neutral, dried over sodium sulphate and evaporated... Reactants: O=C1C=C(NCc2ccccc2)CO1, COCCOC, ClCc1ccc(Cl)nc1, [Na+], [OH-]. Product: O=C1C=C(N(Cc2ccccc2)Cc2ccc(Cl)nc2)CO1. RXN SMILES: [CH2:1]([c:2]1[cH:3][cH:4][cH:5][cH:6][cH:7]1)[NH:8][C:9]1=[CH:10][C:11](=[O:14])[O:12][CH2:13]1.[CH2:26]([CH2:27][O:28][CH3:29])[O:30][CH3:31].[Cl:17][c:18]1[n:19][cH:20][c:21]([CH2:24][Cl:25])[cH:22][cH:23]1.[Na+:16].[OH-:15]>>[CH2:1]([c:2]1[cH:3][cH:4][cH:5][cH:6][cH:7]1)[N:8]([C:9]1=[CH:10][C:11](=[O:14])[O:12][CH2:13]1)[CH2:24][c:21]1[cH:20][n:19][c:18]([Cl:17])[cH:23][cH:22]1. Reactants: BrCCCCCCCCCCCCCCCC (1-bromohexadecane), OC=1C=C(C=O)C=C(C1O)O (3,4,5-trihydroxy-benzaldehyde). Product: C(CCCCCCCCCCCCCCC)OC=1C=C(C=O)C=C(C1OCCCCCCCCCCCCCCCC)OCCCCCCCCCCCCCCCC (3,4,5-Trihexadecyloxy-benzaldehyde). RXN SMILES: Br[CH2:2][CH2:3][CH2:4][CH2:5][CH2:6][CH2:7][CH2:8][CH2:9][CH2:10][CH2:11][CH2:12][CH2:13][CH2:14][CH2:15][CH2:16][CH3:17].[OH:18][C:19]1[CH:20]=[C:21]([CH:24]=[C:25]([OH:28])[C:26]=1[OH:27])[CH:22]=[O:23]>>[CH2:2]([O:18][C:19]1[CH:20]=[C:21]([CH:24]=[C:25]([O:28][CH2:17][CH2:16][CH2:15][CH2:14][CH2:13][CH2:12][CH2:11][CH2:10][CH2:9][CH2:8][CH2:7][CH2:6][CH2:5][CH2:4][CH2:3][CH3:2])[C:26]=1[O:27][CH2:17][CH2:16][CH2:15][CH2:14][CH2:13][CH2:12][CH2:11][CH2:10][CH2:9][CH2:8][CH2:7][CH2:6][CH2:5][CH2:4][CH2:3][CH3:2])[CH:22]=[O:23])[CH2:3][CH2:4][CH2:5][CH2:6][CH2:7][CH2:8][CH2:9][CH2:10][CH2:11][CH2:12][CH2:13][CH2:14][CH2:15][CH2:16][CH3:17]. Procedure: The title compound was prepared according to the method as described in Example 9 above from 1-bromohexadecane and 3,4,5-trihydroxy-benzaldehyde, except the reaction mixture was heated at reflux for 4 days. After cooling, the solid material was removed by filtration and the solid washed with dichloromethane. The combined organic extracts were evaporated under reduced pressure to yield the title compound which was recrystallised from dichloromethane-ethanol.